From a dataset of the Open Reaction Database (ORD), a public repository of structured organic reaction records. describe an organic reaction: reactants, conditions, products, and yield Reactants: BrC=1C=CC(=C(C1)C1(C(NC2=CC=CC=C12)=O)CO)O (3-(5-bromo-2-hydroxyphenyl)-3-(hydroxymethyl)-1,3-dihydro-2H-indol-2-one), C1(CC1)CCN1C(C(C2=CC=CC=C12)(CO)C1=CC2=C(OCO2)C=C1O)=O (1-(2-cyclopropylethyl)-3-(6-hydroxy-1,3-benzodioxol-5-yl)-3-(hydroxymethyl)-1,3-dihydro-2H-indol-2-one). Product: BrC=1C=CC2=C(C1)C1(C(NC3=CC=CC=C13)=O)CO2 (5-bromospiro[1-benzofuran-3,3′-indol]-2′(1′H)-one). RXN SMILES: [Br:1][C:2]1[CH:3]=[CH:4][C:5](O)=[C:6]([C:8]2([CH2:18][OH:19])[C:16]3[C:11](=[CH:12][CH:13]=[CH:14][CH:15]=3)[NH:10][C:9]2=[O:17])[CH:7]=1.C1(CCN2C3C(=CC=CC=3)C(C3C(O)=CC4OCOC=4C=3)(CO)C2=O)CC1>>[Br:1][C:2]1[CH:3]=[CH:4][C:5]2[O:19][CH2:18][C:8]3([C:16]4[C:11](=[CH:12][CH:13]=[CH:14][CH:15]=4)[NH:10][C:9]3=[O:17])[C:6]=2[CH:7]=1. Procedure: Following the procedure as described in Example 1, and making non-critical variations using 3-(5-bromo-2-hydroxyphenyl)-3-(hydroxymethyl)-1,3-dihydro-2H-indol-2-one to replace 1-(2-cyclopropylethyl)-3-(6-hydroxy-1,3-benzodioxol-5-yl)-3-(hydroxymethyl)-1,3-dihydro-2H-indol-2-one, the title compound was obtained (25%) as a white solid: mp 225-228° C.; 1H NMR (300 MHz, CDCl3) δ 10.65 (s, 1H), 7.35 (dd, 1H), 7.24 (dt, 1H), 7.11 (d, 1H), 6.99-6.88 (m, 3H), 6.83 (d, 1H), 4.81 (d, 1H), 4.69 (d, 1H); MS... Starting materials: COCCOC=1C=C2C(=CC1OCCOC)N=CN=C2NC=3C=CC=C(C3)C#C (erlotinib), C(Cl)Cl (CH2Cl2), F2, N#N (N2), F2, N#N (N2). Solvent: C(C)#N (acetonitrile). Reaction conditions: time 30 minute. Yields the product C(#C)C=1C=C(C=CC1)NC1=NC=NC2=CC(=C(C(=C12)Cl)OCCOC)OCCOC (N-(3-ethynylphenyl)-5-chloro-6,7-bis(2-methoxyethoxy)quinazolin-4-amine). As a reaction SMILES: [CH3:1][O:2][CH2:3][CH2:4][O:5][C:6]1[CH:7]=[C:8]2[C:20]([NH:21][C:22]3[CH:23]=[CH:24][CH:25]=[C:26]([C:28]#[CH:29])[CH:27]=3)=[N:19][CH:18]=[N:17][C:9]2=[CH:10][C:11]=1[O:12][CH2:13][CH2:14][O:15][CH3:16].N#N.C(Cl)[Cl:33]>C(#N)C>[C:28]([C:26]1[CH:27]=[C:22]([NH:21][C:20]2[C:8]3[C:9](=[CH:10][C:11]([O:12][CH2:13][CH2:14][O:15][CH3:16])=[C:6]([O:5][CH2:4][CH2:3][O:2][CH3:1])[C:7]=3[Cl:33])[N:17]=[CH:18][N:19]=2)[CH:23]=[CH:24][CH:25]=1)#[CH:29]. Procedure: 300 mg erlotinib was dissolved in 200 mL CH2Cl2 at −78° C. cooled by dry-ice/acetone bath. A mixture of F2 and N2 gas containing 20% F2/80% N2 was passed through the reaction vessel continuously at a flow rate of 2 L/min. Reaction was stopped after 30 min and the solvent was removed under vacuum. Dried reaction products were dissolved in 3 mL acetonitrile and was separated on an Agilent Zorbax C8 250×4.6 mm column, gradient elution from 30% MeOH/70% 0.1% formic acid in dd-H2O to 90% MeOH/10% 0.1... Procedure details: 1-[1-(2-Toluoylmethyl)-2-oxo-5-benzyloxycarbonyl-8-methyl-1,3,4,5-tetrahydro-2H-1,5-benzodiazepin-3-yl]-3-(3-ethoxycarbonylphenyl)urea (1.00 g) obtained from Step 4 of Example 91 was dissolved in ethanol (20 ml), 10% palladium carbon (200 mg) was added, and under hydrogen atmosphere the mixture was stirred for 2 hours and addtionally stirred for one hour at 50° C. The reaction mixture was filtrated through a pad of Celite, the filtrate was concentrated under reduced pressure, to thereby obtain 5... The reagents and catalysts are [C].[Pd] (palladium carbon). Yield: 63.0%. Reactants: C=1(C(=CC=CC1)C(=O)CN1C(C(CN(C2=C1C=C(C=C2)C)C(=O)OCC2=CC=CC=C2)NC(=O)NC2=CC(=CC=C2)C(=O)OCC)=O)C (1-[l-(2-toluoylmethyl)-2-oxo-5-benzyloxycarbonyl-8-methyl-1,3,4,5-tetrahydro-2H-1,5-benzodiazepin-3-yl]-3-(3-ethoxycarbonylphenyl)urea). Run in C(C)O (ethanol). Yields the product C=1(C(=CC=CC1)C(=O)CN1C(C(CNC2=C1C=C(C=C2)C)NC(=O)NC2=CC(=CC=C2)C(=O)OCC)=O)C (1-[1-(2-toluoylmethyl)-2-oxo-8-methyl-1,3,4,5-tetrahydro-2H-1,5-benzodiazepin-3-yl]-3-(3-ethoxycarbonylphenyl)urea). Reaction SMILES: [C:1]1([CH3:48])[C:2]([C:7]([CH2:9][N:10]2[C:16]3[CH:17]=[C:18]([CH3:21])[CH:19]=[CH:20][C:15]=3[N:14](C(OCC3C=CC=CC=3)=O)[CH2:13][CH:12]([NH:32][C:33]([NH:35][C:36]3[CH:41]=[CH:40][CH:39]=[C:38]([C:42]([O:44][CH2:45][CH3:46])=[O:43])[CH:37]=3)=[O:34])[C:11]2=[O:47])=[O:8])=[CH:3][CH:4]=[CH:5][CH:6]=1>C(O)C.[C].[Pd]>[C:1]1([CH3:48])[C:2]([C:7]([CH2:9][N:10]2[C:16]3[CH:17]=[C:18]([CH3:21])[CH:19]=[CH:20][C:15]=3[NH:14][CH2:13][CH:12]([NH:32][C:33]([NH:35][C:36]3[CH:41]=[CH:40][CH:39]=[C:38]([C:42]([O:44][CH2:45][CH3:46])=[O:43])[CH:37]=3)=[O:34])[C:11]2=[O:47])=[O:8])=[CH:3][CH:4]=[CH:5][CH:6]=1 |f:2.3|. Conditions: time 2 hour.